This data is from the Open Reaction Database (ORD), a public repository of structured organic reaction records. The task is: describe an organic reaction: reactants, conditions, products, and yield Reactants: C1COCCN1, CCC(C)=O, COc1ccccc1OCCCc1oc(Cl)nc1-c1ccc(Cl)cc1, O. The product is COc1ccccc1OCCCc1oc(N2CCOCC2)nc1-c1ccc(Cl)cc1. Reaction SMILES: [CH2:26]1[CH2:27][O:28][CH2:29][CH2:30][NH:31]1.[CH3:32][C:33](=[O:34])[CH2:35][CH3:36].[Cl:1][c:2]1[o:3][c:4]([CH2:14][CH2:15][CH2:16][O:17][c:18]2[c:19]([O:24][CH3:25])[cH:20][cH:21][cH:22][cH:23]2)[c:5](-[c:7]2[cH:8][cH:9][c:10]([Cl:13])[cH:11][cH:12]2)[n:6]1.[OH2:37]>>[c:2]1([N:31]2[CH2:26][CH2:27][O:28][CH2:29][CH2:30]2)[o:3][c:4]([CH2:14][CH2:15][CH2:16][O:17][c:18]2[c:19]([O:24][CH3:25])[cH:20][cH:21][cH:22][cH:23]2)[c:5](-[c:7]2[cH:8][cH:9][c:10]([Cl:13])[cH:11][cH:12]2)[n:6]1. Reactants: C(CCCCC)NC(NC1=CC=C(C=C1)S(=O)(=O)NC1=CC=C(C=C1)N1CCC(CC1)=O)=O (4-(3-hexyl-ureido)-N-[4-(4-oxo-piperidine-1-yl)-phenyl]-benzenesulfonamide), C(C1=CC=CC=C1)OC1=C(C=C(C=C1)[C@H](CN)O)NS(=O)(=O)C (N-[2-Benzyloxy-5-(2-amino-(1R)-1-hydroxy-ethyl)-phenyl]-methanesulfonamide). Product: C(CCCCC)NC(=O)NC1=CC=C(C=C1)S(=O)(=O)NC1=CC=C(C=C1)N1CCC(CC1)NC[C@@H](C1=CC(=C(C=C1)O)NS(=O)(=O)C)O (4-{[(Hexylamino)carbonyl]amino}-N-(4-{4-[((2R)-2-hydroxy-2-{4-hydroxy-3-[(methylsulfonyl)amino]phenyl}ethyl)amino]-1-piperidineyl}phenyl)benzenesulfonamide). RXN SMILES: [CH2:1]([NH:7][C:8](=[O:33])[NH:9][C:10]1[CH:15]=[CH:14][C:13]([S:16]([NH:19][C:20]2[CH:25]=[CH:24][C:23]([N:26]3[CH2:31][CH2:30][C:29](=O)[CH2:28][CH2:27]3)=[CH:22][CH:21]=2)(=[O:18])=[O:17])=[CH:12][CH:11]=1)[CH2:2][CH2:3][CH2:4][CH2:5][CH3:6].C([O:41][C:42]1[CH:47]=[CH:46][C:45]([C@@H:48]([OH:51])[CH2:49][NH2:50])=[CH:44][C:43]=1[NH:52][S:53]([CH3:56])(=[O:55])=[O:54])C1C=CC=CC=1>>[CH2:1]([NH:7][C:8]([NH:9][C:10]1[CH:11]=[CH:12][C:13]([S:16]([NH:19][C:20]2[CH:21]=[CH:22][C:23]([N:26]3[CH2:27][CH2:28][CH:29]([NH:50][CH2:49][C@H:48]([OH:51])[C:45]4[CH:46]=[CH:47][C:42]([OH:41])=[C:43]([NH:52][S:53]([CH3:56])(=[O:55])=[O:54])[CH:44]=4)[CH2:30][CH2:31]3)=[CH:24][CH:25]=2)(=[O:17])=[O:18])=[CH:14][CH:15]=1)=[O:33])[CH2:2][CH2:3][CH2:4][CH2:5][CH3:6]. Reported procedure: The title compound was prepared from 4-(3-hexyl-ureido)-N-[4-(4-oxo-piperidine-1-yl)-phenyl]-benzenesulfonamide (which was obtained in Example 225) and N-[2-benzyloxy-5-(2-amino-(1R)-1-hydroxy-ethyl)-phenyl]-methanesulfonamide (which was obtained in Example 8) according to the procedure of Example 255 as a grey solid; 1H NMR (300 MHz, DMSO-d6) δ 0.86 (t, J=6.9 Hz, 3H), 1.20-1.80 (m, 10H), 1.95-2.15 (m, 2H), 2.50-3.30 (m, 7H), 2.97 (s, 3H), 3.55-3.70 (m, 2H), 4.70-4.85 (m, 1H), 5.90-6.10 (m, 1H),... Reactants: O=C1CCC(=O)N1Cl, ClCCl, c1ccc(P(c2ccccc2)c2ccccc2)cc1, OCCCc1ccncc1. Product: ClCCCc1ccncc1. RXN SMILES: [Cl:30][N:31]1[C:32](=[O:33])[CH2:34][CH2:35][C:36]1=[O:37].[Cl:38][CH2:39][Cl:40].[c:11]1([P:12]([c:13]2[cH:14][cH:15][cH:16][cH:17][cH:18]2)[c:19]2[cH:20][cH:21][cH:22][cH:23][cH:24]2)[cH:25][cH:26][cH:27][cH:28][cH:29]1.[n:1]1[cH:2][cH:3][c:4]([CH2:7][CH2:8][CH2:9][OH:10])[cH:5][cH:6]1>>[n:1]1[cH:2][cH:3][c:4]([CH2:7][CH2:8][CH2:9][Cl:30])[cH:5][cH:6]1. Starting materials: FC1=C(C=CC=C1)NC1=NN=C(O1)C(=O)NC1CCNCC1 (5-[(2-fluorophenyl)amino]-N-piperidin-4-yl-1,3,4-oxadiazole-2-carboxamide), FC1=C(C=CC=C1)NC1=NN=C(O1)C(=O)NC1CCNCC1 (5-[(2-fluorophenyl)amino]-N-piperidin-4-yl-1,3,4-oxadiazole-2-carboxamide), ClC1=NC=C(C(=O)N)C=C1 (6-chloronicotinamide). Run in CN(C)C=O (DMF). Reaction conditions: time 10 minute. Product: FC1=C(C=CC=C1)NC1=NN=C(O1)C(=O)NC1CCN(CC1)C1=NC=C(C(=O)N)C=C1 (6-{4-[({5-[(2-Fluorophenyl)amino]-1,3,4-oxadiazol-2-yl}carbonyl)amino]-piperidin-1-yl}nicotinamide). Isolated yield 2.5%. As a reaction SMILES: [F:1][C:2]1[CH:7]=[CH:6][CH:5]=[CH:4][C:3]=1[NH:8][C:9]1[O:13][C:12]([C:14]([NH:16][CH:17]2[CH2:22][CH2:21][NH:20][CH2:19][CH2:18]2)=[O:15])=[N:11][N:10]=1.Cl[C:24]1[CH:32]=[CH:31][C:27]([C:28]([NH2:30])=[O:29])=[CH:26][N:25]=1>CN(C=O)C>[F:1][C:2]1[CH:7]=[CH:6][CH:5]=[CH:4][C:3]=1[NH:8][C:9]1[O:13][C:12]([C:14]([NH:16][CH:17]2[CH2:18][CH2:19][N:20]([C:24]3[CH:32]=[CH:31][C:27]([C:28]([NH2:30])=[O:29])=[CH:26][N:25]=3)[CH2:21][CH2:22]2)=[O:15])=[N:11][N:10]=1. Procedure: A solution of 5-[(2-fluorophenyl)amino]-N-piperidin-4-yl-1,3,4-oxadiazole-2-carboxamide (Intermediate 101) (200 mg, 0.66 mmol) and 6-chloronicotinamide (103 mg, 0.66 mmol) in dry DMF (4 mL) was heated in the microwave at 125° C. for 20 minutes and then for a further 10 minutes at 135° C. The mixture was filtered and purified by preparative HPLC to give the title compound (7 mg, 2.5%) as a solid; 1H NMR δ 1.55-1.65 (2H, m), 1.83-1.86 (2H, m), 2.99 (2H, t), 4.04-4.12 (1H, m), 4.42-4.46 (2H, m), 6.... Reactants: [Br-], CC[Mg+], C1CCOC1, CN1C(=O)CCC1COC1CCCCO1. Product: CN1C(COC2CCCCO2)CCC12CC2. Reaction SMILES: [Br-:16].[CH2:17]([CH3:18])[Mg+:19].[CH2:20]1[O:21][CH2:22][CH2:23][CH2:24]1.[CH3:1][N:2]1[C:3](=[O:15])[CH2:4][CH2:5][CH:6]1[CH2:7][O:8][CH:9]1[O:10][CH2:11][CH2:12][CH2:13][CH2:14]1>>[CH3:1][N:2]1[C:3]2([CH2:4][CH2:5][CH:6]1[CH2:7][O:8][CH:9]1[O:10][CH2:11][CH2:12][CH2:13][CH2:14]1)[CH2:17][CH2:18]2.